From a dataset of the Open Reaction Database (ORD), a public repository of structured organic reaction records. describe an organic reaction: reactants, conditions, products, and yield Reactants: O (water), C1=CC=CC=2C3=CC=CC=C3CC12.[Li] (lithium-fluorene), CC(=C1C=CC=C1)C1=CC=CC=C1 (6-methyl-6-phenylfulvene). The solvent is O1CCCC1 (tetrahydrofuran), O1CCCC1 (tetrahydrofuran). Reaction conditions: time 2 hour. Yields the product C1(C=CC=C1)C(C)(C1C2=CC=CC=C2C=2C=CC=CC12)C1=CC=CC=C1 (1-cyclopentadienyl-1-(9-fluorenyl)-ethylbenzene). Isolated yield 84.7%. Reaction SMILES: [CH:1]1[C:13]2[CH2:12][C:11]3[C:6](=[CH:7][CH:8]=[CH:9][CH:10]=3)[C:5]=2[CH:4]=[CH:3][CH:2]=1.[Li].[CH3:15][C:16]([C:22]1[CH:27]=[CH:26][CH:25]=[CH:24][CH:23]=1)=[C:17]1[CH:21]=[CH:20][CH:19]=[CH:18]1.O>O1CCCC1>[CH:17]1([C:16]([C:22]2[CH:23]=[CH:24][CH:25]=[CH:26][CH:27]=2)([CH:12]2[C:11]3[CH:10]=[CH:9][CH:8]=[CH:7][C:6]=3[C:5]3[C:13]2=[CH:1][CH:2]=[CH:3][CH:4]=3)[CH3:15])[CH:21]=[CH:20][CH:19]=[CH:18]1 |f:0.1,^1:13|. Reported procedure: A solution of 67.8 mmol of lithium-fluorene in 50 cm3 of tetrahydrofuran was added to a solution of 11.4 g (67.8 mmol) of 6-methyl-6-phenylfulvene in 40 cm3 of tetrahydrofuran at room temperature. After the mixture had been stirred at room temperature for 2 hours, 60 cm3 of water were added. The substance which precipitated out was filtered off with suction, washed with diethyl ether and dried under an oil pump vacuum. 19.2 g (84.2%) of 1-cyclopentadienyl-1-(9-fluorenyl)-ethylbenzene were obtain... Reactants: C=CC1=CC=CC=C1 (styrene), C(C1=CC=CC=C1)(=O)NC1C(C(=O)OC)(C=CC=C1)Br (methyl 2-(benzamido)-1-bromobenzoate), C1(=C(C=CC=C1)P(C1=C(C=CC=C1)C)C1=C(C=CC=C1)C)C (tri(o-tolyl)phosphine), C=CC1=CC=CC=C1 (styrene), Cl (hydrochloric acid). Reagents/catalysts: C(C)(=O)[O-].[Pd+2].C(C)(=O)[O-] (palladium acetate), C(C)(=O)[O-].[Pd+2].C(C)(=O)[O-] (palladium acetate). The solvent is CN(C(C)=O)C (N,N-dimethylacetamide), C(C)N(CC)CC (triethylamine), C(C)(=O)OCC (ethyl acetate). Run at temperature 120 celsius, time 30 minute. Yields the product C(C1=CC=CC=C1)(=O)NC1=C(C(=O)OC)C=CC(=C1)\C=C\C1=CC=CC=C1 (methyl 2-(benzamido)-4-((E)-2-phenylvinyl)benzoate). As a reaction SMILES: [CH2:1]=[CH:2][C:3]1[CH:8]=[CH:7][CH:6]=[CH:5][CH:4]=1.[C:9]([NH:17][CH:18]1[CH:27]=[CH:26][CH:25]=[CH:24][C:19]1(Br)[C:20]([O:22][CH3:23])=[O:21])(=[O:16])[C:10]1[CH:15]=[CH:14][CH:13]=[CH:12][CH:11]=1.C1(C)C=CC=CC=1P(C1C=CC=CC=1C)C1C=CC=CC=1C.Cl>C([O-])(=O)C.[Pd+2].C([O-])(=O)C.C(OCC)(=O)C.CN(C)C(=O)C.C(N(CC)CC)C>[C:9]([NH:17][C:18]1[CH:27]=[C:26](/[CH:1]=[CH:2]/[C:3]2[CH:8]=[CH:7][CH:6]=[CH:5][CH:4]=2)[CH:25]=[CH:24][C:19]=1[C:20]([O:22][CH3:23])=[O:21])(=[O:16])[C:10]1[CH:15]=[CH:14][CH:13]=[CH:12][CH:11]=1 |f:4.5.6|. Procedure: 0.83 mL of triethylamine, 34 mg of palladium acetate and 0.69 mL of styrene were added to 10 mL of N,N-dimethylacetamide solution containing 1.0 g of methyl 2-(benzamido)-1-bromobenzoate and 91 mg of tri(o-tolyl)phosphine, and stirred under nitrogen atmosphere at 120° C. for 1 hour and 30 minutes. After the reaction mixture was cooled to room temperature, 0.35 mL of styrene and 5 mg of palladium acetate were added and stirred at 120° C. for 2 hours. After the reaction mixture was cooled to room ... The reactants are CCc1nc(I)cn1CCN, O=CCCc1ccc(OC(F)(F)F)cc1. Yields the product CCc1nc(I)c2n1CCNC2CCc1ccc(OC(F)(F)F)cc1. Reaction SMILES: [CH2:1]([CH3:2])[c:3]1[n:4]([CH2:9][CH2:10][NH2:11])[cH:5][c:6]([I:8])[n:7]1.[F:12][C:13]([O:14][c:15]1[cH:16][cH:17][c:18]([CH2:21][CH2:22][CH:23]=[O:24])[cH:19][cH:20]1)([F:25])[F:26]>>[CH2:1]([CH3:2])[c:3]1[n:4]2[c:5]([c:6]([I:8])[n:7]1)[CH:23]([CH2:22][CH2:21][c:18]1[cH:17][cH:16][c:15]([O:14][C:13]([F:12])([F:25])[F:26])[cH:20][cH:19]1)[NH:11][CH2:10][CH2:9]2. The reactants are C(C)(=O)OC1=C(C(=O)NC2=C(C(=O)OCCCC)C=CC(=C2)N)C=CC=C1 (n-butyl 2-(2'-acetoxybenzamido)-4-aminobenzoate), 2'-acetoxybenzoylchloride. Solvent: C(C)OCC (diethyl ether). Product: C(C)(=O)OC1=C(C(=O)NC2=C(C(=O)OCCCC)C=CC(=C2)NC(C2=C(C=CC=C2)OC(C)=O)=O)C=CC=C1 (n-butyl 2,4-bis(2'-acetoxybenzamido)-benzoate). As a reaction SMILES: [C:1]([O:4][C:5]1[CH:27]=[CH:26][CH:25]=[CH:24][C:6]=1[C:7]([NH:9][C:10]1[CH:22]=[C:21]([NH2:23])[CH:20]=[CH:19][C:11]=1[C:12]([O:14][CH2:15][CH2:16][CH2:17][CH3:18])=[O:13])=[O:8])(=[O:3])[CH3:2]>C(OCC)C>[C:1]([O:4][C:5]1[CH:27]=[CH:26][CH:25]=[CH:24][C:6]=1[C:7]([NH:9][C:10]1[CH:22]=[C:21]([NH:23][C:7](=[O:8])[C:6]2[CH:24]=[CH:25][CH:26]=[CH:27][C:5]=2[O:4][C:1](=[O:3])[CH3:2])[CH:20]=[CH:19][C:11]=1[C:12]([O:14][CH2:15][CH2:16][CH2:17][CH3:18])=[O:13])=[O:8])(=[O:3])[CH3:2]. Procedure details: By the procedure similar to that described in Example 21, n-butyl 2-(2'-acetoxybenzamido)-4-aminobenzoate and 2'-acetoxybenzoylchloride were reacted and treated to obtain a sticky mass. The mass was dissolved in diethyl ether and a physical stimulus was given to the solution to obtain crystals which precipitated. Recrystallization from ethanol gave n-butyl 2,4-bis(2'-acetoxybenzamido)-benzoate having a melting point between 149° - 152°C. Reaction SMILES: [CH3:15][CH2:16][OH:17].[CH3:18][C:19](=[O:20])[OH:21].[Cl:1][c:2]1[c:3]([OH:12])[c:4]([N+:9]([O-:10])=[O:11])[c:5]([Cl:8])[cH:6][cH:7]1.[H:13][H:14]>>[Cl:1][c:2]1[c:3]([OH:12])[c:4]([NH2:9])[c:5]([Cl:8])[cH:6][cH:7]1. Reactants: CCO, CC(=O)O, O=[N+]([O-])c1c(Cl)ccc(Cl)c1O, [H][H]. Product: Nc1c(Cl)ccc(Cl)c1O. Reactants: COC=1C(=C(C(=O)OC)C=CC1)[N+](=O)[O-] (methyl 3-methoxy-2-nitro-benzoate). Reagents/catalysts: [Pt] (platinum). Run in C1(=CC=CC=C1)C (toluene). The product is COC1=C(C(C(=O)OC)=CC=C1)N (Methyl 3-methoxy-anthranilate). RXN SMILES: [CH3:1][O:2][C:3]1[C:4]([N+:13]([O-])=O)=[C:5]([CH:10]=[CH:11][CH:12]=1)[C:6]([O:8][CH3:9])=[O:7]>C1(C)C=CC=CC=1.[Pt]>[CH3:1][O:2][C:3]1[CH:12]=[CH:11][CH:10]=[C:5]([C:6]([O:8][CH3:9])=[O:7])[C:4]=1[NH2:13]. Procedure: One hundred thirty-three grams (0.63 mol) of methyl 3-methoxy-2-nitro-benzoate are dissolved in 1000 ml of toluene and hydrogenated in an autoclave at ambient temperature and under a hydrogen pressure of 5 bar in the presence of platinum over a period of two hours. The catalyst is removed by filtration, the residue is dried with sodium sulfate, and the toluene is distilled off in vacuo. Oil, RF value: 0.8 [silica gel plate; chloroform/acetone (9:1)], The reactants are C(#N)CCC(C=O)(CCC)C (2-(beta-cyanoethyl) 2-methylpentanal), Cl (hydrochloric acid), [OH-].[K+] (potassium hydroxide), [BH4-].[Na+] (sodium borohydride). Run in CCOCC (ether), O (water), O (water). Reaction conditions: temperature 20 celsius. Product: CC1(CCC(=O)OC1)CCC (γ-methyl-γ-n- propyl-δ-Valerolactone). Reaction SMILES: [C:1]([CH2:3][CH2:4][C:5]([CH3:11])([CH2:8][CH2:9][CH3:10])[CH:6]=[O:7])#N.[OH-:12].[K+].[BH4-].[Na+].Cl>CCOCC.O>[CH3:11][C:5]1([CH2:8][CH2:9][CH3:10])[CH2:6][O:7][C:1](=[O:12])[CH2:3][CH2:4]1 |f:1.2,3.4|. Reported procedure: A mixture of 50 g. (0.326 mole) of 2-(beta-cyanoethyl) 2-methylpentanal, 27.3 g. (0.489 mole) potassium hydroxide and 150 ml. water was stirred for four and a half hours at reflux temperature. The reaction mixture was cooled to 20° C. and a solution of 13.6 g. (0.359 mole) sodium borohydride in 75 ml. water was added. The reaction temperature rose to 50° C. Stirring was continued for one and a half hours during which period the temperature dropped to 20° C. again. The reaction mixture was acidif...